The task is: describe an organic reaction: reactants, conditions, products, and yield. This data is from the Open Reaction Database (ORD), a public repository of structured organic reaction records. Reactants: O=C(O)CCCCBr, CC1=Nc2ccc3cc(S(=O)(=O)[O-])ccc3c2C1(C)C, CC(=O)C(C)C, [K+]. Yields the product CC1=[N+](CCCCC(=O)O)c2ccc3cc(S(=O)(=O)[O-])ccc3c2C1(C)C. RXN SMILES: [Br:22][CH2:23][CH2:24][CH2:25][CH2:26][C:27](=[O:28])[OH:29].[CH3:1][C:2]1([CH3:20])[C:3]([CH3:19])=[N:4][c:5]2[cH:6][cH:7][c:8]3[c:9]([c:10]21)[cH:11][cH:12][c:13]([S:15](=[O:16])(=[O:17])[O-:18])[cH:14]3.[CH3:30][CH:31]([CH3:32])[C:33](=[O:34])[CH3:35].[K+:21]>>[CH3:1][C:2]1([CH3:20])[C:3]([CH3:19])=[N+:4]([CH2:23][CH2:24][CH2:25][CH2:26][C:27](=[O:28])[OH:29])[c:5]2[cH:6][cH:7][c:8]3[c:9]([c:10]21)[cH:11][cH:12][c:13]([S:15](=[O:16])(=[O:17])[O-:18])[cH:14]3. Starting materials: O1C2=C(N(CC1)C1=C(C#N)C=C(C=C1)Cl)C=CC=C2 (2-(2h-benzo[b][1,4]oxazin-4(3h)-yl)-5-chlorobenzonitrile), ClS(=O)(=O)O (chlorosulfonic acid), ice water. The solvent is C(Cl)Cl (DCM). Conditions: time 2 hour. Product: ClC1=CC(=C(C=C1)N1C2=C(OCC1)C=C(C=C2)S(=O)(=O)Cl)C#N (4-(4-chloro-2-cyanophenyl)-3,4-dihydro-2H-benzo[b][1,4]oxazine-7-sulfonyl chloride). Isolated yield 73.4%. Reaction SMILES: [O:1]1[CH2:6][CH2:5][N:4]([C:7]2[CH:14]=[CH:13][C:12]([Cl:15])=[CH:11][C:8]=2[C:9]#[N:10])[C:3]2[CH:16]=[CH:17][CH:18]=[CH:19][C:2]1=2.[Cl:20][S:21](O)(=[O:23])=[O:22]>C(Cl)Cl>[Cl:15][C:12]1[CH:13]=[CH:14][C:7]([N:4]2[CH2:5][CH2:6][O:1][C:2]3[CH:19]=[C:18]([S:21]([Cl:20])(=[O:23])=[O:22])[CH:17]=[CH:16][C:3]2=3)=[C:8]([C:9]#[N:10])[CH:11]=1. Reported procedure: To a solution of 2-(2h-benzo[b][1,4]oxazin-4(3h)-yl)-5-chlorobenzonitrile (480 mg, 1.77 mmol) in DCM (5 mL) was added chlorosulfonic acid (0.47 mL, 7.11 mmol) at 0° C. The reaction mixture was stirred at room temperature for 2 h. After completion, reaction mixture was poured into ice water (10 mL), quenched with solid sodium bicarbonate (pH˜9-10) and extracted with ethyl acetate (2×15 mL). The organic layer was dried over sodium sulfate and concentrated under reduced pressure to provide 4-(4-chl... Starting materials: C([O-])([O-])=O.[Na+].[Na+] (sodium carbonate), C=CCN.C1C(O1)CCl.Cl (Sevelamer hydrochloride). The yield is 63.7%. Solvent: O (water). Conditions: temperature 32.5 celsius. Yields the product C=CC[NH3+].C1C(O1)CCl.C(=O)(O)[O-] (Sevelamer carbonate). Reaction SMILES: [C:1](=[O:4])([O-:3])[O-:2].[Na+].[Na+].[CH2:7]=[CH:8][CH2:9][NH2:10].[CH2:11]1[O:13][CH:12]1[CH2:14][Cl:15].Cl>O>[CH2:7]=[CH:8][CH2:9][NH3+:10].[CH2:11]1[O:13][CH:12]1[CH2:14][Cl:15].[C:1]([O-:4])([OH:3])=[O:2] |f:0.1.2,3.4.5,7.8.9|. Reported procedure: A 5 L reactor, equipped with a mechanical stirrer, temperature probe, dropping funnel and a condenser topped with a nitrogen inlet, was charged with water (4 L), sodium carbonate (250 g), and the solution was brought at 35° C. Sevelamer hydrochloride (400 g) are added portion wise for 1 h, in portions of 20 g each, while stirring, maintaining the temperature from 30 to 35° C. The solid is then filtered and suspended in water (3 L), at 30-35° C. The mixture is allowed to stir for 20 minutes. The ... The reactants are CC(C)N1Cc2cc(S(C)(=O)=O)ccc2NS1(=O)=O, CCOC(C)=O, OCCN1CC=C(c2c[nH]c3cc(F)ccc23)CC1, CN(C)C=O, O, c1ccc(P(c2ccccc2)c2ccccc2)cc1. The product is CC(C)N1Cc2cc(S(C)(=O)=O)ccc2N(CCN2CC=C(c3c[nH]c4cc(F)ccc34)CC2)S1(=O)=O. As a reaction SMILES: [CH3:1][CH:2]([CH3:3])[N:4]1[S:5](=[O:18])(=[O:19])[NH:6][c:7]2[c:8]([cH:10][c:11]([S:14](=[O:15])(=[O:16])[CH3:17])[cH:12][cH:13]2)[CH2:9]1.[CH3:58][CH2:59][O:60][C:61](=[O:62])[CH3:63].[F:39][c:40]1[cH:41][cH:42][c:43]2[c:44]([C:49]3=[CH:54][CH2:53][N:52]([CH2:55][CH2:56][OH:57])[CH2:51][CH2:50]3)[cH:45][nH:46][c:47]2[cH:48]1.[O:64]=[CH:65][N:66]([CH3:67])[CH3:68].[OH2:69].[c:20]1([P:21]([c:22]2[cH:23][cH:24][cH:25][cH:26][cH:27]2)[c:28]2[cH:29][cH:30][cH:31][cH:32][cH:33]2)[cH:34][cH:35][cH:36][cH:37][cH:38]1>>[CH3:1][CH:2]([CH3:3])[N:4]1[S:5](=[O:18])(=[O:19])[N:6]([CH2:56][CH2:55][N:52]2[CH2:51][CH2:50][C:49]([c:44]3[c:43]4[cH:42][cH:41][c:40]([F:39])[cH:48][c:47]4[nH:46][cH:45]3)=[CH:54][CH2:53]2)[c:7]2[c:8]([cH:10][c:11]([S:14](=[O:15])(=[O:16])[CH3:17])[cH:12][cH:13]2)[CH2:9]1. Reaction SMILES: Br[CH2:2][CH:3]=[C:4]([CH2:12][CH3:13])[CH:5]([CH3:11])[CH2:6][CH:7]=[C:8]([CH3:10])[CH3:9].[OH:14][C:15]1[CH:24]=[C:23]2[C:18]([CH2:19][CH2:20][CH2:21][O:22]2)=[CH:17][CH:16]=1>>[CH2:12]([C:4]([CH:5]([CH3:11])[CH2:6][CH:7]=[C:8]([CH3:10])[CH3:9])=[CH:3][CH2:2][O:14][C:15]1[CH:24]=[C:23]2[C:18]([CH2:19][CH2:20][CH2:21][O:22]2)=[CH:17][CH:16]=1)[CH3:13]. The product is C(C)C(=CCOC1=CC=C2CCCOC2=C1)C(CC=C(C)C)C (7-(3-ethyl-4,7-dimethyl-2,6-octadienyloxy)-chromane). Starting materials: BrCC=C(C(CC=C(C)C)C)CC (1-bromo-3-ethyl-4,7-dimethyl-2,6-octadiene), OC1=CC=C2CCCOC2=C1 (7-hydroxy-chromane). Reported procedure: Following the procedure of Example 1, 1-bromo-3-ethyl-4,7-dimethyl-2,6-octadiene and 7-hydroxy-chromane are reacted to form 7-(3-ethyl-4,7-dimethyl-2,6-octadienyloxy)-chromane, nD20 = 1.5286. The reactants are ClC1=C(C=NC=C1)N (4-chloro-pyridin-3-ylamine), C(=O)(Cl)Cl (phosgene), C1(=CC=CC=C1)[C@@H](C)O ((R)-1-phenyl-ethanol). Yields the product C1(=CC=CC=C1)[C@@H](C)OC(NC=1C=NC=CC1Cl)=O ((4-Chloro-pyridin-3-yl)-carbamic acid (R)-1-phenyl-ethyl ester). Reaction SMILES: [Cl:1][C:2]1[CH:7]=[CH:6][N:5]=[CH:4][C:3]=1[NH2:8].[C:9](Cl)(Cl)=[O:10].[C:13]1([C@H:19]([OH:21])[CH3:20])[CH:18]=[CH:17][CH:16]=[CH:15][CH:14]=1>>[C:13]1([C@H:19]([O:21][C:9](=[O:10])[NH:8][C:3]2[CH:4]=[N:5][CH:6]=[CH:7][C:2]=2[Cl:1])[CH3:20])[CH:18]=[CH:17][CH:16]=[CH:15][CH:14]=1. Procedure: Prepared according to the procedure described in Example 1, Step 1, using the following starting materials: 4-chloro-pyridin-3-ylamine, phosgene, and (R)-1-phenyl-ethanol.